This data is from the Open Reaction Database (ORD), a public repository of structured organic reaction records. The task is: describe an organic reaction: reactants, conditions, products, and yield The reactants are BrC=1C=C2C=CC(NC2=NC1)=O (6-bromo-1,8-naphthyridin-2(1H)-one), [H-].[Na+] (sodium hydride), C[Si](C)(C)CCOCCl (SEM-Cl). The solvent is [Cl-].[NH4+] (ammonium chloride), CN(C)C=O (DMF). Conditions: temperature 0 celsius, time 30 minute. The product is BrC=1C=C2C=CC(N(C2=NC1)COCC[Si](C)(C)C)=O (6-bromo-1-((2-(trimethylsilyl)ethoxy)methyl)-1,8-naphthyridin-2(1H)-one). The yield is 76.1%. As a reaction SMILES: [Br:1][C:2]1[CH:3]=[C:4]2[C:9](=[N:10][CH:11]=1)[NH:8][C:7](=[O:12])[CH:6]=[CH:5]2.[H-].[Na+].[CH3:15][Si:16]([CH2:19][CH2:20][O:21][CH2:22]Cl)([CH3:18])[CH3:17]>CN(C=O)C.[Cl-].[NH4+]>[Br:1][C:2]1[CH:3]=[C:4]2[C:9](=[N:10][CH:11]=1)[N:8]([CH2:22][O:21][CH2:20][CH2:19][Si:16]([CH3:18])([CH3:17])[CH3:15])[C:7](=[O:12])[CH:6]=[CH:5]2 |f:1.2,5.6|. Reported procedure: To a solution of 6-bromo-1,8-naphthyridin-2(1H)-one (0.1 g, 0.444 mmol) in DMF (2 mL) was added sodium hydride (0.021 g, 0.889 mmol) at 0° C. The reaction was stirred at 0° C. for 30 min, then SEM-Cl (0.118 mL, 0.667 mmol) was added. The reaction was stirred at room temperature overnight, then diluted with ammonium chloride solution, extracted with ethyl acetate, dried over Na2SO4, and concentrated. The crude product was purified by flash chromatography on silica gel using 20% ethyl acetate in p... Starting materials: Brc1cccc2c3c([nH]c12)C1CCN(CC1)C3, C=Cc1ccccn1. Yields the product C(=Cc1cccc2c3c([nH]c12)C1CCN(CC1)C3)c1ccccn1. RXN SMILES: [Br:1][c:2]1[cH:3][cH:4][cH:5][c:6]2[c:7]3[c:8]([nH:9][c:10]12)[CH:11]1[CH2:12][CH2:13][N:14]([CH2:15]3)[CH2:16][CH2:17]1.[CH:18](=[CH2:19])[c:20]1[n:21][cH:22][cH:23][cH:24][cH:25]1>>[c:2]1([CH:19]=[CH:18][c:20]2[n:21][cH:22][cH:23][cH:24][cH:25]2)[cH:3][cH:4][cH:5][c:6]2[c:7]3[c:8]([nH:9][c:10]12)[CH:11]1[CH2:12][CH2:13][N:14]([CH2:15]3)[CH2:16][CH2:17]1. Run at time 1.5 hour. The solvent is ClCCl (dichloromethane), C1(=CC=CC=C1)C (toluene). Reactants: C(C)(=O)C1=NN(C(=C1)C)CCO (3-Acetyl-1-(2-hydroxyethyl)-5-methylpyrazole), C(=O)(Cl)Cl (phosgene). The product is C(C)(=O)C1=NN(C(=C1)C)CCOC(=O)Cl (3-acetyl-1-[2-(chlorocarbonyloxy)ethyl]-5-methylpyrazole). As a reaction SMILES: [C:1]([C:4]1[CH:8]=[C:7]([CH3:9])[N:6]([CH2:10][CH2:11][OH:12])[N:5]=1)(=[O:3])[CH3:2].[C:13](Cl)([Cl:15])=[O:14]>ClCCl.C1(C)C=CC=CC=1>[C:1]([C:4]1[CH:8]=[C:7]([CH3:9])[N:6]([CH2:10][CH2:11][O:12][C:13]([Cl:15])=[O:14])[N:5]=1)(=[O:3])[CH3:2]. Reported procedure: 3-Acetyl-1-(2-hydroxyethyl)-5-methylpyrazole (505 mg, prepared as described in Example 12, Preparation 1) in dry dichloromethane (5 ml) under an atmosphere of argon was treated with a solution of phosgene in toluene (12.5% w/w, 5.22 ml) and the mixture stirred for 1.5 h. The solvents were then removed, dichloromethane was added and removed using a rotary evaporator to give 3-acetyl-1-[2-(chlorocarbonyloxy)ethyl]-5-methylpyrazole; νmax (CH2Cl2) 1777 and 1684 cm-1. Starting materials: ClC1=CC=C(C=C1)C(CNC(=O)NCC)=O (N-[2-(4-chlorophenyl)-2-oxoethyl]-N′-ethylurea), CO (methanol). The solvent is Cl (hydrochloric acid). Conditions: time 1 hour. The product is ClC1=CC=C(C=C1)C1=CNC(N1CC)=O (5-(4-chlorophenyl)-1-ethyl-1,3-dihydro-2H-imidazol-2-one). As a reaction SMILES: [Cl:1][C:2]1[CH:7]=[CH:6][C:5]([C:8](=O)[CH2:9][NH:10][C:11]([NH:13][CH2:14][CH3:15])=[O:12])=[CH:4][CH:3]=1.CO>Cl>[Cl:1][C:2]1[CH:7]=[CH:6][C:5]([C:8]2[N:13]([CH2:14][CH3:15])[C:11](=[O:12])[NH:10][CH:9]=2)=[CH:4][CH:3]=1. Reported procedure: 990 mg (4.113 mmol) of N-[2-(4-chlorophenyl)-2-oxoethyl]-N′-ethylurea from Example 115A are suspended in 16 ml concentrated hydrochloric acid, treated with 16 ml of methanol and stirred for one hour at room temperature. The reaction mixture is evaporated to dryness, the residue extracted with dichloromethane, and the organic phase dried over sodium sulphate and again concentrated. The crude product is purified by flash chromatography on silica gel (eluent: dichloromethane/methanol 100:1, then 50... Reported procedure: To 27.5 ml. (about 6 equivalents) of diethylamine and 10 g. of molecular sieve 3A in 200 ml. of methanol are added at 0° C. 17.6 ml. of 5 N methanolic hydrochloric acid (2 equivalents) and then 9.4 g. of (1-phenyl-2,5-cyclohexadien-1-yl)-2-propanone in a small amount of methanol and finally 1.95 g. (0.7 equivalents) of sodium cyanoborohydride. The mixture is stirred at room temperature for 5 days and then worked-up in exactly the same manner as described in Example 16. There is obtained an oily ... Product: Cl.CC(CC1(C=CCC=C1)C1=CC=CC=C1)N(CC)CC (α-methyl-N,N-diethyl-1-phenyl-2,5-cyclohexadien-1-ethylamine hydrochloride). Reactants: C(#N)[BH3-].[Na+] (sodium cyanoborohydride), C(C)NCC (diethylamine), C1(=CC=CC=C1)C1(C=CCC=C1)CC(C)=O ((1-phenyl-2,5-cyclohexadien-1-yl)-2-propanone), 3A, Cl (hydrochloric acid). Reaction conditions: time 5 day. Reaction SMILES: [CH2:1]([NH:3][CH2:4][CH3:5])[CH3:2].[ClH:6].[C:7]1([C:13]2([CH2:19][C:20](=O)[CH3:21])[CH:18]=[CH:17][CH2:16][CH:15]=[CH:14]2)[CH:12]=[CH:11][CH:10]=[CH:9][CH:8]=1.C([BH3-])#N.[Na+]>CO>[ClH:6].[CH3:21][CH:20]([N:3]([CH2:4][CH3:5])[CH2:1][CH3:2])[CH2:19][C:13]1([C:7]2[CH:12]=[CH:11][CH:10]=[CH:9][CH:8]=2)[CH:18]=[CH:17][CH2:16][CH:15]=[CH:14]1 |f:3.4,6.7|. Solvent: CO (methanol), CO (methanol). Reactants: O=C(n1ccnc1)n1ccnc1, O=C(O)CCCCNC(=O)OCc1ccccc1, C1CCOC1, CC(C)NC(C)C, [Cl-], [NH4+], CCOC(=O)Cc1ccccc1. Product: CCOC(=O)C(C(=O)CCCCNC(=O)OCc1ccccc1)c1ccccc1. Reaction SMILES: [C:19]([n:20]1[cH:21][cH:22][n:23][cH:24]1)([n:25]1[cH:26][cH:27][n:28][cH:29]1)=[O:30].[CH2:1]([c:2]1[cH:3][cH:4][cH:5][cH:6][cH:7]1)[O:8][C:9](=[O:10])[NH:11][CH2:12][CH2:13][CH2:14][CH2:15][C:16](=[O:17])[OH:18].[CH2:52]1[O:53][CH2:54][CH2:55][CH2:56]1.[CH:31]([NH:32][CH:33]([CH3:34])[CH3:35])([CH3:36])[CH3:37].[Cl-:50].[NH4+:51].[c:38]1([CH2:44][C:45](=[O:46])[O:47][CH2:48][CH3:49])[cH:39][cH:40][cH:41][cH:42][cH:43]1>>[CH2:1]([c:2]1[cH:3][cH:4][cH:5][cH:6][cH:7]1)[O:8][C:9](=[O:10])[NH:11][CH2:12][CH2:13][CH2:14][CH2:15][C:16](=[O:18])[CH:44]([c:38]1[cH:39][cH:40][cH:41][cH:42][cH:43]1)[C:45](=[O:46])[O:47][CH2:48][CH3:49].